Dataset: the Open Reaction Database (ORD), a public repository of structured organic reaction records. Task: describe an organic reaction: reactants, conditions, products, and yield Conditions: time 6 hour. Starting materials: C(C)(C)(C)OC(=O)N1C2C=3C=NOC3C(C1COC2)O (7-Hydroxy-5,10-dioxa-4,12-diaza-tricyclo[6.3.1.0*2,6*]dodeca-2(6),3-diene-12-carboxylic acid tert-butyl ester), CCN(CC)S(F)(F)F (DAST). The product is C(C)(C)(C)OC(=O)N1C2C=3C=NOC3C(C1COC2)F (7-Fluoro-5,10-dioxa-4,12-diaza-tricyclo[6.3.1.0*2,6*]dodeca-2(6),3-diene-12-carboxylic acid tert-butyl ester). Procedure: To a solution of 7-Hydroxy-5,10-dioxa-4,12-diaza-tricyclo[6.3.1.0*2,6*]dodeca-2(6),3-diene-12-carboxylic acid tert-butyl ester 106d (141 mg, 0.5 mmol, 1.0 eq) in DCM (5 mL) was added DAST (166 mg, 1 mmol, 2.0 eq) at −78° C. Then mixture was stirred for 6 h from −78° C. to room temperature. The reaction was diluted with EA (20 mL), and washed with aqueous NaHCO3 (5%, 20 mL). The organic layer was dried and concentrated to give 7-Fluoro-5,10-dioxa-4,12-diaza-tricyclo[6.3.1.0*2,6*]dodeca-2(6),3-die... Reaction SMILES: [C:1]([O:5][C:6]([N:8]1[CH:16]2[CH2:17][O:18][CH2:19][CH:9]1[C:10]1[CH:11]=[N:12][O:13][C:14]=1[CH:15]2O)=[O:7])([CH3:4])([CH3:3])[CH3:2].CCN(S(F)(F)[F:27])CC>C(Cl)Cl.CC(=O)OCC>[C:1]([O:5][C:6]([N:8]1[CH:16]2[CH2:17][O:18][CH2:19][CH:9]1[C:10]1[CH:11]=[N:12][O:13][C:14]=1[CH:15]2[F:27])=[O:7])([CH3:4])([CH3:3])[CH3:2]. Solvent: CC(OCC)=O (EA), C(Cl)Cl (DCM). Starting materials: Cc1cc(C#Cc2ccc(F)cc2)c(Br)c(=O)n1Cc1cccnc1, CCOC(C)=O, CCO, [H][H]. Yields the product Cc1cc(CCc2ccc(F)cc2)c(Br)c(=O)n1Cc1cccnc1. RXN SMILES: [Br:1][c:2]1[c:3](=[O:25])[n:4]([CH2:18][c:19]2[cH:20][n:21][cH:22][cH:23][cH:24]2)[c:5]([CH3:17])[cH:6][c:7]1[C:8]#[C:9][c:10]1[cH:11][cH:12][c:13]([F:16])[cH:14][cH:15]1.[CH3:28][CH2:29][O:30][C:31](=[O:32])[CH3:33].[CH3:34][CH2:35][OH:36].[H:26][H:27]>>[Br:1][c:2]1[c:3](=[O:25])[n:4]([CH2:18][c:19]2[cH:20][n:21][cH:22][cH:23][cH:24]2)[c:5]([CH3:17])[cH:6][c:7]1[CH2:8][CH2:9][c:10]1[cH:11][cH:12][c:13]([F:16])[cH:14][cH:15]1. Yields the product CC1=C(C(=O)N[C@@H](CC2=CC=C(C=C2)OCC2=C(C=CC=C2Cl)Cl)C(=O)O)C=CC=N1 (N-(2-Methylnicotinoyl)-O-(2,6-dichlorobenzyl)-L-tyrosine). Starting materials: Cl.COC([C@@H](N)CC1=CC=C(C=C1)OCC1=C(C=CC=C1Cl)Cl)=O (O-(2,6-dichlorobenzyl)-L-tyrosine methyl ester hydrochloride), CC1=C(C(=O)O)C=CC=N1 (2-methylnicotinic acid), 60V. Procedure: from O-(2,6-dichlorobenzyl)-L-tyrosine methyl ester hydrochloride and 2-methylnicotinic acid. δH (DMSO-d6) 8.73 (1H, br d), 8.48 (1H, m), 7.7-7.46 (4H, m), 7.4-7.23 (3H, m), 7.00 (2H, d, J 8.4 Hz), 5.2) (2H, s), 4.60 91H, m), 3.27-3.12 (1H, m), 3.0-2.82 (1H, m); m/z (ESI, 60V) 509 (MH+). RXN SMILES: Cl.C[O:3][C:4](=[O:24])[C@H:5]([CH2:7][C:8]1[CH:13]=[CH:12][C:11]([O:14][CH2:15][C:16]2[C:21]([Cl:22])=[CH:20][CH:19]=[CH:18][C:17]=2[Cl:23])=[CH:10][CH:9]=1)[NH2:6].[CH3:25][C:26]1[N:34]=[CH:33][CH:32]=[CH:31][C:27]=1[C:28](O)=[O:29]>>[CH3:25][C:26]1[N:34]=[CH:33][CH:32]=[CH:31][C:27]=1[C:28]([NH:6][C@H:5]([C:4]([OH:3])=[O:24])[CH2:7][C:8]1[CH:13]=[CH:12][C:11]([O:14][CH2:15][C:16]2[C:21]([Cl:22])=[CH:20][CH:19]=[CH:18][C:17]=2[Cl:23])=[CH:10][CH:9]=1)=[O:29] |f:0.1|.